This data is from the Open Reaction Database (ORD), a public repository of structured organic reaction records. The task is: describe an organic reaction: reactants, conditions, products, and yield Starting materials: FCC(=O)O (fluoroacetic acid), C1(CCCCC1)N=C=NC1CCCCC1 (dicyclohexylcarbodiimide), C(CC1=CC=CC=C1)N (phenethylamine). Solvent: ClCCl (dichloromethane). Reaction conditions: time 12 hour. Product: C1(=CC=CC=C1)CCNC(CF)=O (N-(2-Phenylethyl)Fluoroacetamide). Reaction SMILES: [F:1][CH2:2][C:3]([OH:5])=O.C1(N=C=NC2CCCCC2)CCCCC1.[CH2:21]([NH2:29])[CH2:22][C:23]1[CH:28]=[CH:27][CH:26]=[CH:25][CH:24]=1>ClCCl>[C:23]1([CH2:22][CH2:21][NH:29][C:3](=[O:5])[CH2:2][F:1])[CH:28]=[CH:27][CH:26]=[CH:25][CH:24]=1. Reported procedure: To a mixture containing 11.7 g of fluoroacetic acid (0.15M), 27.3 ml of dicyclohexylcarbodiimide(0.17M) and 200 ml of dichloromethane was dropwise added 17 ml of phenethylamine(0.17M), which was stirred for 12 hours. The solids produced were filtered and the filtrate was washed with water, dried over anhydrous sodium sulfate and concentrated. The residue was purified by silica gel column chromatography to give 11.9 g of the title compound as white solids. Reactants: C1(=CC=CC=C1)P(C1=CC=CC(=N1)C(C)(C1=NC=CC=C1)C1=NC=CC=C1)C1=CC=CC=C1 (2,2′-(1-(6-(diphenylphosphino)pyridin-2-yl)ethane-1,1-diyl)dipyridine), OO (hydrogen peroxide). Solvent: ClCCl (dichloromethane). Reaction conditions: time 8 hour. Product: N1=C(C=CC=C1)C(C)(C1=NC=CC=C1)C1=CC=CC(=N1)P(C1=CC=CC=C1)(C1=CC=CC=C1)=O ((6-(1,1-di(pyridin-2-yl)ethyl)pyridin-2-yl)diphenylphosphine oxide). RXN SMILES: [C:1]1([P:7]([C:28]2[CH:33]=[CH:32][CH:31]=[CH:30][CH:29]=2)[C:8]2[N:13]=[C:12]([C:14]([C:22]3[CH:27]=[CH:26][CH:25]=[CH:24][N:23]=3)([C:16]3[CH:21]=[CH:20][CH:19]=[CH:18][N:17]=3)[CH3:15])[CH:11]=[CH:10][CH:9]=2)[CH:6]=[CH:5][CH:4]=[CH:3][CH:2]=1.[OH:34]O>ClCCl>[N:17]1[CH:18]=[CH:19][CH:20]=[CH:21][C:16]=1[C:14]([C:12]1[N:13]=[C:8]([P:7](=[O:34])([C:1]2[CH:2]=[CH:3][CH:4]=[CH:5][CH:6]=2)[C:28]2[CH:29]=[CH:30][CH:31]=[CH:32][CH:33]=2)[CH:9]=[CH:10][CH:11]=1)([C:22]1[CH:27]=[CH:26][CH:25]=[CH:24][N:23]=1)[CH3:15]. Procedure details: 6.7 g of 2,2′-(1-(6-(diphenylphosphino)pyridin-2-yl)ethane-1,1-diyl)dipyridine were dissolved in 25 ml of dichloromethane and ice-bath cooled. 1.8 ml of hydrogen peroxide (35 wt % in water) were added drop wise and the mixture was stirred overnight at room temperature. The reaction was quenched with 20 ml of saturated ammonium chloride solution and the aqueous layer was extracted three times with dichloromethane. The combined organic layers were washed with brine and dried with magnesium sulphat...